Task: describe an organic reaction: reactants, conditions, products, and yield. Dataset: the Open Reaction Database (ORD), a public repository of structured organic reaction records The reactants are C(#N)C1=CC=C(C=C1)NC=1C=NC=NC1 (5-[N-(4-cyanophenyl)amino]pyrimidine), [H-].[Na+] (sodium hydride), BrC=1C=C(CBr)C=CC1F (3-bromo-4-fluorobenzyl bromide). The solvent is CN(C=O)C (N,N-dimethylformamide). Conditions: time 1 hour. The product is BrC=1C=C(CN(C2=CC=C(C=C2)C#N)C=2C=NC=NC2)C=CC1F (5-[N-(3-bromo-4-fluorobenzyl)-N-(4cyanophenyl)amino]pyrimidine). The yield is 64.7%. As a reaction SMILES: [H-].[Na+].[C:3]([C:5]1[CH:10]=[CH:9][C:8]([NH:11][C:12]2[CH:13]=[N:14][CH:15]=[N:16][CH:17]=2)=[CH:7][CH:6]=1)#[N:4].[Br:18][C:19]1[CH:20]=[C:21]([CH:24]=[CH:25][C:26]=1[F:27])[CH2:22]Br>CN(C)C=O>[Br:18][C:19]1[CH:20]=[C:21]([CH:24]=[CH:25][C:26]=1[F:27])[CH2:22][N:11]([C:12]1[CH:17]=[N:16][CH:15]=[N:14][CH:13]=1)[C:8]1[CH:9]=[CH:10][C:5]([C:3]#[N:4])=[CH:6][CH:7]=1 |f:0.1|. Procedure: To a suspension of 0.04 g of sodium hydride (60% in a mineral oil) in 2 ml of N,N-dimethylformamide was added 0.2 g of 5-[N-(4-cyanophenyl)amino]pyrimidine at room temperature, followed by stirring at that temperature for 1 hour. To the solution was added 0.27 g of 3-bromo-4-fluorobenzyl bromide while cooling with ice, and the mixture was stirred at room temperature for 1 hour. The solvent was removed by distillation under reduced pressure, and water was added to the residue, followed by extract... The reactants are CCCCCCCCCCCCOc1ccc(CO)cc1, O=S(Cl)Cl, c1ccccc1. Product: CCCCCCCCCCCCOc1ccc(CCl)cc1. Reaction SMILES: [CH2:1]([CH2:2][CH2:3][CH2:4][CH2:5][CH2:6][CH2:7][CH2:8][CH2:9][CH2:10][CH2:11][CH3:12])[O:13][c:14]1[cH:15][cH:16][c:17]([CH2:18][OH:19])[cH:20][cH:21]1.[S:22]([Cl:23])([Cl:24])=[O:25].[cH:26]1[cH:27][cH:28][cH:29][cH:30][cH:31]1>>[CH2:1]([CH2:2][CH2:3][CH2:4][CH2:5][CH2:6][CH2:7][CH2:8][CH2:9][CH2:10][CH2:11][CH3:12])[O:13][c:14]1[cH:15][cH:16][c:17]([CH2:18][Cl:24])[cH:20][cH:21]1. Starting materials: CC(=O)O, ClI, Nc1c(C(=O)O)cccc1C(=O)O, O. The product is Nc1c(C(=O)O)cc(I)cc1C(=O)O. Reaction SMILES: [C:17]([OH:18])(=[O:19])[CH3:20].[I:1][Cl:2].[NH2:3][c:4]1[c:5]([C:6](=[O:7])[OH:8])[cH:9][cH:10][cH:11][c:12]1[C:13](=[O:14])[OH:15].[OH2:16]>>[I:1][c:10]1[cH:9][c:5]([C:6](=[O:7])[OH:8])[c:4]([NH2:3])[c:12]([C:13](=[O:14])[OH:15])[cH:11]1. Starting materials: Clc1ccc(CBr)cn1, O=[N+]([O-])c1ccccc1O, Nc1ccccc1, O=[N+]([O-])c1ccccc1, O, O=[N+]([O-])c1ccc(O)cc1. Product: O=[N+]([O-])c1ccc(OCc2ccc(Cl)nc2)cc1. RXN SMILES: [Cl:38][c:39]1[cH:40][cH:41][c:42]([CH2:45][Br:46])[cH:43][n:44]1.[N+:9]([c:10]1[cH:11][cH:12][cH:13][cH:14][c:15]1[OH:16])([O-:17])=[O:18].[NH2:1][c:2]1[cH:3][cH:4][cH:5][cH:6][cH:7]1.[O-:19][N+:20]([c:21]1[cH:22][cH:23][cH:24][cH:25][cH:26]1)=[O:27].[O:8].[OH:28][c:29]1[cH:30][cH:31][c:32]([N+:35]([O-:36])=[O:37])[cH:33][cH:34]1>>[O:28]([c:29]1[cH:30][cH:31][c:32]([N+:35]([O-:36])=[O:37])[cH:33][cH:34]1)[CH2:45][c:42]1[cH:41][cH:40][c:39]([Cl:38])[n:44][cH:43]1. The reactants are O=CCOC1CCN(CC1)C(=O)OCC1=CC=CC=C1 (benzyl 4-(2-oxoethoxy)piperidine-1-carboxylate), C[Si](C(F)(F)F)(C)C (trimethyl(trifluoromethyl)silane), C1CCOC1 (THF). The reagents and catalysts are [F-].C(CCC)[N+](CCCC)(CCCC)CCCC (tetrabutylammonium fluoride). The solvent is O (Water). Run at temperature 0 celsius, time 1 hour. Yields the product FC(C(COC1CCN(CC1)C(=O)OCC1=CC=CC=C1)O)(F)F (benzyl 4-(3,3,3-trifluoro-2-hydroxypropoxy)piperidine-1-carboxylate). Isolated yield 63.9%. As a reaction SMILES: [O:1]=[CH:2][CH2:3][O:4][CH:5]1[CH2:10][CH2:9][N:8]([C:11]([O:13][CH2:14][C:15]2[CH:20]=[CH:19][CH:18]=[CH:17][CH:16]=2)=[O:12])[CH2:7][CH2:6]1.C[Si](C)(C)[C:23]([F:26])([F:25])[F:24].C1COCC1>[F-].C([N+](CCCC)(CCCC)CCCC)CCC.O>[F:24][C:23]([F:26])([F:25])[CH:2]([OH:1])[CH2:3][O:4][CH:5]1[CH2:10][CH2:9][N:8]([C:11]([O:13][CH2:14][C:15]2[CH:16]=[CH:17][CH:18]=[CH:19][CH:20]=2)=[O:12])[CH2:7][CH2:6]1 |f:3.4|. Procedure details: A mixture of benzyl 4-(2-oxoethoxy)piperidine-1-carboxylate (2.00 g), trimethyl(trifluoromethyl)silane (1.23 g), tetrabutylammonium fluoride (1 M THF solution, 1 drop) and THF (20 mL) was stirred at 0° C. for 1 hr, and then at room temperature for 3 days. Water was added thereto, and the obtained mixture was extracted with ethyl acetate. The extract was washed with saturated brine, and dried over anhydrous sodium sulfate. The solvent was evaporated under reduced pressure and the residue was diss... Reactants: C(Cl)(Cl)Cl (chloroform), C1(CC1)C1=NC=2N(C(N=C(C2N1)NCC)=S)CC (8-Cyclopropyl-3-ethyl-6-ethylamino-3,7-dihydro-2H-purine-2-thione), C(C)(C)OC(C)C (diisopropylether), Ni Al, Al. Reagents/catalysts: [Ni] (Ni). The solvent is [OH-].[Na+] (NaOH), [OH-].[Na+] (NaOH). Product: C1(CC1)C=1N=C2N(C=NC(=C2N1)NCC)CC (8-Cyclopropyl-3-ethyl-6-ethylamino-3H-purine). As a reaction SMILES: [CH:1]1([C:4]2[NH:12][C:11]3[C:10]([NH:13][CH2:14][CH3:15])=[N:9][C:8](=S)[N:7]([CH2:17][CH3:18])[C:6]=3[N:5]=2)[CH2:3][CH2:2]1.C(Cl)(Cl)Cl.C(OC(C)C)(C)C>[OH-].[Na+].[Ni]>[CH:1]1([C:4]2[N:5]=[C:6]3[C:11]([N:12]=2)=[C:10]([NH:13][CH2:14][CH3:15])[N:9]=[CH:8][N:7]3[CH2:17][CH3:18])[CH2:3][CH2:2]1 |f:3.4|. Procedure: The product of step (i) (11.85 g) was dissolved in 2N NaOH (270 ml) and 10N NaOH (27 ml) and heated to 65° C. Within 1.25 hours 50% Ni—Al alloy (518 mmoles of Ni and 1125 mmoles of Al) (60.8 g) was added under vigorous string at 65-70° C. After a further 0.75 hr at the same temperature the reaction mixture was cooled to room temperature and treated with chloroform (400 ml). The nickel was filtered off and washed with 350 ml of chloroform and 150 ml of water. The filtrate was separated and the ch... RXN SMILES: [CH3:1][O:2][C:3]([CH2:4][c:5]1[cH:6][c:7]([O:11][c:12]2[c:13]([CH:22]=[O:23])[cH:14][c:15]([C:18]([F:19])([F:20])[F:21])[cH:16][cH:17]2)[cH:8][cH:9][cH:10]1)=[O:24].[NH2:25][CH:26]1[CH2:27][CH2:28][c:29]2[cH:30][cH:31][cH:32][cH:33][c:34]21>>[CH3:1][O:2][C:3]([CH2:4][c:5]1[cH:6][c:7]([O:11][c:12]2[c:13]([CH2:22][NH:25][CH:26]3[CH2:27][CH2:28][c:29]4[cH:30][cH:31][cH:32][cH:33][c:34]43)[cH:14][c:15]([C:18]([F:19])([F:20])[F:21])[cH:16][cH:17]2)[cH:8][cH:9][cH:10]1)=[O:24]. Starting materials: COC(=O)Cc1cccc(Oc2ccc(C(F)(F)F)cc2C=O)c1, NC1CCc2ccccc21. Yields the product COC(=O)Cc1cccc(Oc2ccc(C(F)(F)F)cc2CNC2CCc3ccccc32)c1.